Dataset: the Open Reaction Database (ORD), a public repository of structured organic reaction records. Task: describe an organic reaction: reactants, conditions, products, and yield Starting materials: Cl (hydrochloric acid), C(C)OC(COC1=CC=C(C=C1)CCO)OCC (2-(4-(2,2-diethoxyethoxy)phenyl)ethanol). The solvent is O1CCOCC1 (1,4-dioxane), O (water). Conditions: time 1 hour. The product is OCCC1=CC=C(OCC=O)C=C1 (2-(4-(2-Hydroxyethyl)phenoxy)acetaldehyde). As a reaction SMILES: Cl.C([O:4][CH:5](OCC)[CH2:6][O:7][C:8]1[CH:13]=[CH:12][C:11]([CH2:14][CH2:15][OH:16])=[CH:10][CH:9]=1)C>O1CCOCC1.O>[OH:16][CH2:15][CH2:14][C:11]1[CH:12]=[CH:13][C:8]([O:7][CH2:6][CH:5]=[O:4])=[CH:9][CH:10]=1. Procedure: Concentrated hydrochloric acid (5 mL) was added to a solution of 2-(4-(2,2-diethoxyethoxy)phenyl)ethanol (example 3, step a) (0.76 g) in 1,4-dioxane (10 mL) and the resulting mixture was stirred for 1 h. The reaction was diluted with water (50 mL) and extracted with ethyl acetate (3×50 mL). The combined organic solutions were washed with water (50 mL) and brine (50 mL), then dried over sodium sulphate, filtered and evaporated in vacuo to give the subtitled compound, which was used directly. Yiel... Reactants: C(C)(C)(C)OC(N(C)CC1=NC=NC(=C1)OC=1C(=C2C=C(NC2=CC1)C)F)=O ([6-(4-fluoro-2-methyl-1H-indol-5-yloxy)-pyrimidin-4-ylmethyl]-methyl-carbamic acid tert-butyl ester), [H-].[Na+] (NaH), C1(=CC=CC=C1)OC(NC1=NOC(=C1)C(C)(C)C)=O ((5-tert-butyl-isoxazol-3-yl)-carbamic acid phenyl ester). The solvent is C1CCOC1 (THF). Run at time 2 hour. Yields the product C(C)(C)(C)OC(N(C)CC1=NC=NC(=C1)OC=1C(=C2C=C(N(C2=CC1)C(NC1=NOC(=C1)C(C)(C)C)=O)C)F)=O ({6-[1-(5-tert-Butyl-isoxazol-3-ylcarbamoyl)-4-fluoro-2-methyl-1H-indol-5-yloxy]-pyrimidin-4-ylmethyl}-methyl-carbamic acid tert-butyl ester). Reaction SMILES: [C:1]([O:5][C:6](=[O:28])[N:7]([CH2:9][C:10]1[CH:15]=[C:14]([O:16][C:17]2[C:18]([F:27])=[C:19]3[C:23](=[CH:24][CH:25]=2)[NH:22][C:21]([CH3:26])=[CH:20]3)[N:13]=[CH:12][N:11]=1)[CH3:8])([CH3:4])([CH3:3])[CH3:2].[H-].[Na+].C1([O:37][C:38](=O)[NH:39][C:40]2[CH:44]=[C:43]([C:45]([CH3:48])([CH3:47])[CH3:46])[O:42][N:41]=2)C=CC=CC=1>C1COCC1>[C:1]([O:5][C:6](=[O:28])[N:7]([CH2:9][C:10]1[CH:15]=[C:14]([O:16][C:17]2[C:18]([F:27])=[C:19]3[C:23](=[CH:24][CH:25]=2)[N:22]([C:38](=[O:37])[NH:39][C:40]2[CH:44]=[C:43]([C:45]([CH3:47])([CH3:46])[CH3:48])[O:42][N:41]=2)[C:21]([CH3:26])=[CH:20]3)[N:13]=[CH:12][N:11]=1)[CH3:8])([CH3:4])([CH3:2])[CH3:3] |f:1.2|. Reported procedure: To a solution of [6-(4-fluoro-2-methyl-1H-indol-5-yloxy)-pyrimidin-4-ylmethyl]-methyl-carbamic acid tert-butyl ester (275 mg, 0.712 mmol) in THF (7 mL), NaH (85 mg, 2.13 mmol) is added under nitrogen at 0° C. The resulting mixture is stirred for 2 h. Then (5-tert-butyl-isoxazol-3-yl)-carbamic acid phenyl ester (370 mg, 1.42 mmol) is added to this mixture. The resulting mixture is allowed to warm to rt and stir for 18 h. The mixture is then quenched with saturated aqueous ammonium chloride. The a...